From a dataset of the Open Reaction Database (ORD), a public repository of structured organic reaction records. describe an organic reaction: reactants, conditions, products, and yield The reactants are ClC1=C(C(=O)Cl)C(=CC=C1)F (2-chloro-6-fluorobenzoylchloride), C(C)NCC(C(F)(F)F)(O)CNC1=C2C=NN(C2=CC(=C1)C)C1=CC=C(C=C1)F (3-(ethylamino)-1,1,1-trifluoro-2-({[1-(4-fluorophenyl)-6-methyl-1H-indazol-4-yl]amino}methyl)-2-propanol). Yields the product ClC1=C(C(=O)N(CC(C(F)(F)F)(O)CNC2=C3C=NN(C3=CC(=C2)C)C2=CC=C(C=C2)F)CC)C(=CC=C1)F (2-Chloro-N-ethyl-6-fluoro-N-[3,3,3-trifluoro-2-({[1-(4-fluorophenyl)-6-methyl-1H-indazol-4-yl]amino}methyl)-2-hydroxypropyl]benzamide). RXN SMILES: [Cl:1][C:2]1[CH:10]=[CH:9][CH:8]=[C:7]([F:11])[C:3]=1[C:4](Cl)=[O:5].[CH2:12]([NH:14][CH2:15][C:16]([CH2:22][NH:23][C:24]1[CH:32]=[C:31]([CH3:33])[CH:30]=[C:29]2[C:25]=1[CH:26]=[N:27][N:28]2[C:34]1[CH:39]=[CH:38][C:37]([F:40])=[CH:36][CH:35]=1)([OH:21])[C:17]([F:20])([F:19])[F:18])[CH3:13]>>[Cl:1][C:2]1[CH:10]=[CH:9][CH:8]=[C:7]([F:11])[C:3]=1[C:4]([N:14]([CH2:12][CH3:13])[CH2:15][C:16]([CH2:22][NH:23][C:24]1[CH:32]=[C:31]([CH3:33])[CH:30]=[C:29]2[C:25]=1[CH:26]=[N:27][N:28]2[C:34]1[CH:35]=[CH:36][C:37]([F:40])=[CH:38][CH:39]=1)([OH:21])[C:17]([F:18])([F:20])[F:19])=[O:5]. Reported procedure: Prepared similarly to Example 48 from 2-chloro-6-fluorobenzoylchloride and 3-(ethylamino)-1,1,1-trifluoro-2-({[1-(4-fluorophenyl)-6-methyl-1H-indazol-4-yl]amino}methyl)-2-propanol. Starting materials: C12C(CCC(CC1)C2)=O (Bicyclo[3.2.1]octan-2-one), FC1=CC=C(C(=O)CC#N)C=C1 (4-fluorobenzoylacetonitrile), polyphosphoric acid, ice water, C([O-])([O-])=O.[K+].[K+] (potassium carbonate). The solvent is ClC(C(Cl)Cl)Cl (1,1,2,2-tetrachloroethane). Reaction conditions: temperature 100 celsius, time 1 hour. The product is FC1=CC=C(C=C1)C=1C2=C(NC(C1)=O)C1CCC(C2)C1 (4-(4-fluorophenyl)-1,5,6,7,8,9-hexahydro-2H-6,9-methanocyclohepta[b]pyridin-2-one). RXN SMILES: [CH:1]12[CH2:8][CH:5]([CH2:6][CH2:7]1)[CH2:4][CH2:3][C:2]2=O.[F:10][C:11]1[CH:21]=[CH:20][C:14]([C:15]([CH2:17][C:18]#[N:19])=O)=[CH:13][CH:12]=1.C(=O)([O-])[O-:23].[K+].[K+]>ClC(Cl)C(Cl)Cl>[F:10][C:11]1[CH:21]=[CH:20][C:14]([C:15]2[C:3]3[CH2:4][CH:5]4[CH2:8][CH:1]([CH2:7][CH2:6]4)[C:2]=3[NH:19][C:18](=[O:23])[CH:17]=2)=[CH:13][CH:12]=1 |f:2.3.4|. Procedure: Bicyclo[3.2.1]octan-2-one (2 g) and 4-fluorobenzoylacetonitrile (2.6 g) are dissolved in 1,1,2,2-tetrachloroethane (5 ml) and thereto is added 75% polyphosphoric acid (25 g). The mixture is stirred at 80° C. for 30 minutes, at 100° C. for 1 hour, and further at 130° C. for 30 minutes. After cooling, the reaction mixture is poured into ice-water and neutralized with potassium carbonate. The precipitated crystals are collected by filtration and washed successively with water and ethyl acetate. The... Reactants: [H-].[Al+3].[Li+].[H-].[H-].[H-] (lithium aluminum hydride), BrC=1C=CC(=C(C(=O)OC)C1)Cl (methyl 5-bromo-2-chlorobenzoate), O (Water), [OH-].[Na+] (sodium hydroxide), O (water). Solvent: C1CCOC1 (THF), C1CCOC1 (THF). Conditions: time 45 minute. The product is BrC=1C=CC(=C(C1)CO)Cl ((5-bromo-2-chlorophenyl)methanol). Yield: 92.3%. As a reaction SMILES: [Br:1][C:2]1[CH:3]=[CH:4][C:5]([Cl:12])=[C:6]([CH:11]=1)[C:7](OC)=[O:8].[H-].[Al+3].[Li+].[H-].[H-].[H-].O.[OH-].[Na+]>C1COCC1>[Br:1][C:2]1[CH:3]=[CH:4][C:5]([Cl:12])=[C:6]([CH2:7][OH:8])[CH:11]=1 |f:1.2.3.4.5.6,8.9|. Reported procedure: A solution of methyl 5-bromo-2-chlorobenzoate (9.23 g) in THF (50 ml) was added dropwise under ice-cooling to a suspension of lithium aluminum hydride (1.42 g) in THF (100 ml). After the completion of addition, the reaction mixture was stirred at room temperature for 45 minutes. Water (1.4 ml), 5N sodium hydroxide solution (1.4 ml) and water (4.2 ml) were sequentially added under ice-cooling to the reaction mixture. The precipitate was removed through Celite and the filtrate was concentrated und... The product is C(CCC)OC1=CC=C2C(C(=CN(C2=C1)C)C1=NN=NN1C)=O (7-butoxy-1-methyl-3-(1-methyl-1H-tetrazol-5-yl)-4-quinolone). Reaction SMILES: F[C:2]1[CH:11]=[C:10]2[C:5]([C:6](=[O:19])[C:7]([C:13]3[N:17]([CH3:18])[N:16]=[N:15][N:14]=3)=[CH:8][N:9]2[CH3:12])=[CH:4][CH:3]=1.[Na].[OH2:21]>C(O)CCC>[CH2:11]([O:21][C:2]1[CH:11]=[C:10]2[C:5]([C:6](=[O:19])[C:7]([C:13]3[N:17]([CH3:18])[N:16]=[N:15][N:14]=3)=[CH:8][N:9]2[CH3:12])=[CH:4][CH:3]=1)[CH2:2][CH2:3][CH3:4] |^1:19|. Solvent: C(CCC)O (butanol). The reactants are FC1=CC=C2C(C(=CN(C2=C1)C)C1=NN=NN1C)=O (7-Fluoro-1-methyl-3-(1-methyl-1H-tetrazol-5-yl)-4-quinolone), [Na] (sodium), O (water). Procedure: 7-Fluoro-1-methyl-3-(1-methyl-1H-tetrazol-5-yl)-4-quinolone (5 g) was added to a solution of sodium (0.9 g) in butanol (50 ml) and the mixture was heated at 100° for 19 hours. The mixture was poured into water (200 ml). The resulting precipitate was collected and recrystallised twice from industrial methylated spirit to give the novel compound 7-butoxy-1-methyl-3-(1-methyl-1H-tetrazol-5-yl)-4-quinolone, m.p. 187°-190°. Reactants: ClC1=CC(=CC=C1)C(=O)OO (m-Chloroperbenzoic acid), CC=1N=C(N=NC1C1=CC=CC=C1)SC (5-methyl-3-methylthio-6-phenyl-1,2,4-triazine). The solvent is C(Cl)(Cl)Cl (chloroform). Conditions: time 30 minute. Yields the product CC=1N=C(N=NC1C1=CC=CC=C1)S(=O)C (5-methyl-3-methylsulfinyl-6-phenyl-1,2,4-triazine). Yield: 88.5%. Reaction SMILES: ClC1C=CC=C(C(OO)=[O:9])C=1.[CH3:12][C:13]1[N:14]=[C:15]([S:25][CH3:26])[N:16]=[N:17][C:18]=1[C:19]1[CH:24]=[CH:23][CH:22]=[CH:21][CH:20]=1>C(Cl)(Cl)Cl>[CH3:12][C:13]1[N:14]=[C:15]([S:25]([CH3:26])=[O:9])[N:16]=[N:17][C:18]=1[C:19]1[CH:24]=[CH:23][CH:22]=[CH:21][CH:20]=1. Reported procedure: m-Chloroperbenzoic acid (20 g) was added to a stirred solution of 5-methyl-3-methylthio-6-phenyl-1,2,4-triazine (20 g) in chloroform (600 ml) under ice cooling, and the mixture was stirred for 30 minutes at room temperature. The reaction mixture was washed with a saturated aqueous solution of sodium bicarbonate, dried over sodium sulfate, and then concentrated. The resulting residue was crystallized with diethyl ether, and the crystals were collected by filtration, washed with diethyl ether and ... The reactants are [NH4+].[Cl-] (NH4Cl), NC1=CC(=NN1)C1=C(C=CC=C1)Br (5-amino-3-(2-bromophenyl)pyrazole), C(C1=CC=CC=C1)(=O)N=C=S (benzoyl isothiocyanate), aqueous solution, [OH-].[Na+] (NaOH). The solvent is C1CCOC1 (THF). Reaction conditions: time 3 hour. The product is BrC1=C(C=CC=C1)C=1C=C(NN1)NC(=S)N ([5-(2-bromo-phenyl)-2H-pyrazol-3-yl]-thiourea). The yield is 99.8%. Reaction SMILES: [NH2:1][C:2]1[NH:6][N:5]=[C:4]([C:7]2[CH:12]=[CH:11][CH:10]=[CH:9][C:8]=2[Br:13])[CH:3]=1.C([N:22]=[C:23]=[S:24])(=O)C1C=CC=CC=1.[OH-].[Na+].[NH4+].[Cl-]>C1COCC1>[Br:13][C:8]1[CH:9]=[CH:10][CH:11]=[CH:12][C:7]=1[C:4]1[CH:3]=[C:2]([NH:1][C:23]([NH2:22])=[S:24])[NH:6][N:5]=1 |f:2.3,4.5|. Procedure: To a solution of 5-amino-3-(2-bromophenyl)pyrazole (1.3 g, 5.46 mmol) in THF (20 mL) was added dropwise benzoyl isothiocyanate (0.81 mL, 6.0 mmol). The reaction mixture was stirred at room temperature for 3 hours, then 4 N aqueous solution of NaOH (4 mL) was added, and the reaction mixture was further stirred at 50° C. for 2 hours. The reaction mixture was cooled to room temperature, neutralized to pH 7 with a saturated solution of NH4Cl, and extracted with EtOAc (3×). The combined organic layer...